describe an organic reaction: reactants, conditions, products, and yield From a dataset of the Open Reaction Database (ORD), a public repository of structured organic reaction records. Starting materials: COC(=O)CBr, O=C([O-])[O-], COC(=O)c1c(O)c2cc(OC)ccc2n1-c1ccccc1, CC(C)=O, [K+], [K+]. Yields the product COC(=O)COc1c(C(=O)OC)n(-c2ccccc2)c2ccc(OC)cc12. Reaction SMILES: [Br:29][CH2:30][C:31](=[O:32])[O:33][CH3:34].[C:23](=[O:24])([O-:25])[O-:26].[CH3:1][O:2][C:3](=[O:4])[c:5]1[n:6](-[c:17]2[cH:18][cH:19][cH:20][cH:21][cH:22]2)[c:7]2[cH:8][cH:9][c:10]([O:15][CH3:16])[cH:11][c:12]2[c:13]1[OH:14].[CH3:35][C:36](=[O:37])[CH3:38].[K+:27].[K+:28]>>[CH3:1][O:2][C:3](=[O:4])[c:5]1[n:6](-[c:17]2[cH:18][cH:19][cH:20][cH:21][cH:22]2)[c:7]2[cH:8][cH:9][c:10]([O:15][CH3:16])[cH:11][c:12]2[c:13]1[O:14][CH2:30][C:31](=[O:32])[O:33][CH3:34]. Reactants: C(C1=CC=CC=C1)SC1CC(N1CC(=O)OC)=O (methyl (4-benzylthio-2-oxo-azetidin-1-yl)acetate), [OH-].[Na+] (sodium hydroxide). The solvent is CO (methanol). Conditions: time 1 hour. Yields the product C(C1=CC=CC=C1)SC1CC(N1CC(=O)O)=O ((4-benzylthio-2-oxo-azetidin-1-yl)acetic acid). Isolated yield 55.0%. As a reaction SMILES: [CH2:1]([S:8][CH:9]1[N:12]([CH2:13][C:14]([O:16]C)=[O:15])[C:11](=[O:18])[CH2:10]1)[C:2]1[CH:7]=[CH:6][CH:5]=[CH:4][CH:3]=1.[OH-].[Na+]>CO>[CH2:1]([S:8][CH:9]1[N:12]([CH2:13][C:14]([OH:16])=[O:15])[C:11](=[O:18])[CH2:10]1)[C:2]1[CH:3]=[CH:4][CH:5]=[CH:6][CH:7]=1 |f:1.2|. Reported procedure: To a solution of methyl (4-benzylthio-2-oxo-azetidin-1-yl)acetate (2.5 g, 9.4 mmol) in methanol (80 ml) was added, dropwise at 0° C., a solution of 1 N sodium hydroxide (9.9 ml, 9.9 mmol). The reaction was stirred for 1 hr and evaporated to dryness. Water (50 ml) was added and the solution acidified to pH 3 with dilute hydrochloric acid and extracted with ethyl acetate (3×100 ml). The combined extracts were dried (MgSO4), evaporated and the residue purified by recrystallisation (hexane/ether) to... Starting materials: FC(OC1=C(C=C(C=C1)NC1=NOC(=N1)/C=C/C=1C=C2C=CC(N(C2=CC1)COCC[Si](C)(C)C)=O)C)F ((E)-6-(2-(3-((4-(difluoromethoxy)-3-methylphenyl)amino)-1,2,4-oxadiazol-5-yl)vinyl)-1-((2-(trimethylsilyl)ethoxy)methyl)quinolin-2(1H)-one), [N+](=[N-])=C (diazomethane). The reagents and catalysts are C(C)(=O)[O-].[Pd+2].C(C)(=O)[O-] (palladium (II) acetate). Run in C(C)OCC (diethylether). Reaction conditions: time 8 hour. The product is FC(OC1=C(C=C(C=C1)NC1=NOC(=N1)[C@H]1[C@@H](C1)C=1C=C2C=CC(N(C2=CC1)COCC[Si](C)(C)C)=O)C)F (trans-6-(2-(3-((4-(difluoromethoxy)-3-methylphenyl)amino)-1,2,4-oxadiazol-5-yl)cyclopropyl)-1-((2-(trimethylsilyl)ethoxy)methyl)quinolin-2(1H)-one). Yield: 67.6%. RXN SMILES: [F:1][CH:2]([F:38])[O:3][C:4]1[CH:9]=[CH:8][C:7]([NH:10][C:11]2[N:15]=[C:14](/[CH:16]=[CH:17]/[C:18]3[CH:19]=[C:20]4[C:25](=[CH:26][CH:27]=3)[N:24]([CH2:28][O:29][CH2:30][CH2:31][Si:32]([CH3:35])([CH3:34])[CH3:33])[C:23](=[O:36])[CH:22]=[CH:21]4)[O:13][N:12]=2)=[CH:6][C:5]=1[CH3:37].[N+](=[CH2:41])=[N-]>C(OCC)C.C([O-])(=O)C.[Pd+2].C([O-])(=O)C>[F:38][CH:2]([F:1])[O:3][C:4]1[CH:9]=[CH:8][C:7]([NH:10][C:11]2[N:15]=[C:14]([C@@H:16]3[CH2:41][C@H:17]3[C:18]3[CH:19]=[C:20]4[C:25](=[CH:26][CH:27]=3)[N:24]([CH2:28][O:29][CH2:30][CH2:31][Si:32]([CH3:35])([CH3:34])[CH3:33])[C:23](=[O:36])[CH:22]=[CH:21]4)[O:13][N:12]=2)=[CH:6][C:5]=1[CH3:37] |f:3.4.5|. Reported procedure: To a solution of (E)-6-(2-(3-((4-(difluoromethoxy)-3-methylphenyl)amino)-1,2,4-oxadiazol-5-yl)vinyl)-1-((2-(trimethylsilyl)ethoxy)methyl)quinolin-2(1H)-one (65 mg, 0.120 mmol) in diethylether (20 mL) were added palladium (II) acetate (2.70 mg, 0.012 mmol) and a diazomethane solution [prepared from N-nitroso-N-methylurea (62.0 mg, 0.601 mmol) and KOH (33.7 mg, 0.61 mmol)]. The reaction was stirred at room temperature overnight, The reaction mixture was filtered through celite and concentrated to ... Starting materials: O=[N+]([O-])c1cccc(OCCCN2CCC(O)CC2)c1, O=[N+]([O-])c1ccccc1OCCCN1CCC(O)CC1, BrC(c1ccccc1)c1ccccc1. Yields the product O=[N+]([O-])c1cccc(OCCCN2CCC(OC(c3ccccc3)c3ccccc3)CC2)c1. RXN SMILES: [OH:15][CH:16]1[CH2:17][CH2:18][N:19]([CH2:22][CH2:23][CH2:24][O:25][c:26]2[cH:27][c:28]([N+:32](=[O:33])[O-:34])[cH:29][cH:30][cH:31]2)[CH2:20][CH2:21]1.[OH:35][CH:36]1[CH2:37][CH2:38][N:39]([CH2:40][CH2:41][CH2:42][O:43][c:44]2[cH:45][cH:46][cH:47][cH:48][c:49]2[N+:50]([O-:51])=[O:52])[CH2:53][CH2:54]1.[c:1]1([CH:7]([c:8]2[cH:9][cH:10][cH:11][cH:12][cH:13]2)[Br:14])[cH:2][cH:3][cH:4][cH:5][cH:6]1>>[c:1]1([CH:7]([c:8]2[cH:9][cH:10][cH:11][cH:12][cH:13]2)[O:15][CH:16]2[CH2:17][CH2:18][N:19]([CH2:22][CH2:23][CH2:24][O:25][c:26]3[cH:27][c:28]([N+:32](=[O:33])[O-:34])[cH:29][cH:30][cH:31]3)[CH2:20][CH2:21]2)[cH:2][cH:3][cH:4][cH:5][cH:6]1. The reactants are C1(=CC=CC=C1)[C@H](C)N ((S)-1-phenylethylamine), C(C1=CC=CC=C1)N (benzylamine), CN(C(CN[C@@H](C)C1=CC=CC=C1)=O)CCC1=NC=CC=C1 ((S)-N-Methyl-2-[(1-phenylethyl)amino]-N-[2-(2-pyridinyl)ethyl]acetamide), amines. Product: CN(C(CNCC1=CC=CC=C1)=O)CCC1=NC=CC=C1 (N-methyl-2-[(phenylmethyl)amino]-N-[2-(2 -pyridinyl)ethyl]acetamide), Boc. As a reaction SMILES: [CH3:1][N:2]([CH2:15][CH2:16][C:17]1[CH:22]=[CH:21][CH:20]=[CH:19][N:18]=1)[C:3](=[O:14])[CH2:4][NH:5][C@H:6]([C:8]1[CH:13]=[CH:12][CH:11]=[CH:10][CH:9]=1)C.C1([C@@H](N)C)C=CC=CC=1.C(N)C1C=CC=CC=1>>[CH3:1][N:2]([CH2:15][CH2:16][C:17]1[CH:22]=[CH:21][CH:20]=[CH:19][N:18]=1)[C:3](=[O:14])[CH2:4][NH:5][CH2:6][C:8]1[CH:13]=[CH:12][CH:11]=[CH:10][CH:9]=1. Reported procedure: The procedure of section (e) can be used generally to prepare many of the amines of formula A-H. For example, by following the latter procedure but replacing (S)-1-phenylethylamine with an equivalent amount of benzylamine, N-methyl-2-[(phenylmethyl)amino]-N-[2-(2 -pyridinyl)ethyl]acetamide was obtained via the corresponding Boc derivative. The Boc derivative had the following NMR: 1H NMR(CDCl3) δ 8.60 (d, J=5 Hz, 1H), 8.40 (m, 1H), 7.70-7.00 (m,7H), 4.55-4.52 and 4.48 (2s,2H), 3.90 (d, J=11 Hz, ... The reactants are C=O, CO, O=CC1CCCCC1, [Na+], [OH-]. The product is O=CC1(CO)CCCCC1. RXN SMILES: [CH2:1]=[O:2].[CH3:13][OH:14].[CH:3]1([CH:9]=[O:10])[CH2:4][CH2:5][CH2:6][CH2:7][CH2:8]1.[Na+:12].[OH-:11]>>[CH2:1]([OH:2])[C:3]1([CH:9]=[O:10])[CH2:4][CH2:5][CH2:6][CH2:7][CH2:8]1. Starting materials: C(C1=CC=CC=C1)OC(=O)NCCCC[C@@H](CC(=O)N)O ((S)-7-benzyloxycarbonylamino-3-hydroxyheptanamide), CO (methanol). Reagents/catalysts: [C].[Pd] (palladium-carbon). Run in C(C)(=O)O (acetic acid). Run at time 3 hour. The product is NCCCC[C@@H](CC(=O)N)O ((S)-7-amino-3-hydroxyheptanamide). Yield: 105.4%. Reaction SMILES: CO.C(OC([NH:13][CH2:14][CH2:15][CH2:16][CH2:17][C@H:18]([OH:23])[CH2:19][C:20]([NH2:22])=[O:21])=O)C1C=CC=CC=1>[C].[Pd].C(O)(=O)C>[NH2:13][CH2:14][CH2:15][CH2:16][CH2:17][C@H:18]([OH:23])[CH2:19][C:20]([NH2:22])=[O:21] |f:2.3|. Reported procedure: Into a mixture of 10 ml of 90% aqueous methanol and 0.01 ml of acetic acid was dissolved 350 mg (1.19 mmoles) of (S)-7-benzyloxycarbonylamino-3-hydroxyheptanamide. After adding 50 mg of 5% palladium-carbon, the mixture was stirred under a hydrogen stream at room temperature for 3 hours. After removal of the catalyst by filtration, the filtrate was evaporated to dryness, dissolved again in a small volume of water and passed through a column (12 mm inner diameter) containing 30 ml of Dowex® 50W-X4...